Task: describe an organic reaction: reactants, conditions, products, and yield. Dataset: the Open Reaction Database (ORD), a public repository of structured organic reaction records Reactants: O.[OH-].[Li+] (lithium hydroxide monohydrate), O (water), FC1=CC=C2C(=CN(C2=C1)C1=CC=NC2=CC=CC=C12)C(=O)OC (6-fluoro-3-methoxycarbonyl-1-(quinol-4-yl)-1H-indole), Cl (hydrochloric acid). The solvent is O1CCCC1 (tetrahydrofuran). Reaction conditions: time 16 hour. Product: C(=O)(O)C1=CN(C2=CC(=CC=C12)F)C1=CC=NC2=CC=CC=C12 (3-carboxy-6-fluoro-1-(quinol-4-yl)-1H-indole). Isolated yield 97.3%. RXN SMILES: O.[OH-].[Li+].O.[F:5][C:6]1[CH:14]=[C:13]2[C:9]([C:10]([C:25]([O:27]C)=[O:26])=[CH:11][N:12]2[C:15]2[C:24]3[C:19](=[CH:20][CH:21]=[CH:22][CH:23]=3)[N:18]=[CH:17][CH:16]=2)=[CH:8][CH:7]=1.Cl>O1CCCC1>[C:25]([C:10]1[C:9]2[C:13](=[CH:14][C:6]([F:5])=[CH:7][CH:8]=2)[N:12]([C:15]2[C:24]3[C:19](=[CH:20][CH:21]=[CH:22][CH:23]=3)[N:18]=[CH:17][CH:16]=2)[CH:11]=1)([OH:27])=[O:26] |f:0.1.2|. Procedure details: 0.57 g (13.6 mmol) of lithium hydroxide monohydrate and 70 cm3 of water are added at a temperature in the region of 20° C. to 1.45 g (4.53 mmol) of 6-fluoro-3-methoxycarbonyl-1-(quinol-4-yl)-1H-indole dissolved in 70 cm3 of tetrahydrofuran. After stirring at the reflux point of the solvent for 16 hours, the reaction mixture is concentrated under reduced pressure (2.7 kPa) to give a residue which is taken up with 13.6 cm3 of N hydrochloric acid. After filtering off and drying the solid residue at... Reactants: CCN(CC)CC1CCCN1, O=C(O)c1cc2ccc(C(F)(F)F)cc2o1. Product: CCN(CC)CC1CCCN1C(=O)c1cc2ccc(C(F)(F)F)cc2o1. Reaction SMILES: [CH2:17]([CH3:18])[N:19]([CH2:20][CH:21]1[NH:22][CH2:23][CH2:24][CH2:25]1)[CH2:26][CH3:27].[F:1][C:2]([c:3]1[cH:4][c:5]2[c:6]([cH:7][c:8]([C:10](=[O:11])[OH:12])[o:9]2)[cH:13][cH:14]1)([F:15])[F:16]>>[F:1][C:2]([c:3]1[cH:4][c:5]2[c:6]([cH:7][c:8]([C:10](=[O:12])[N:22]3[CH:21]([CH2:20][N:19]([CH2:17][CH3:18])[CH2:26][CH3:27])[CH2:25][CH2:24][CH2:23]3)[o:9]2)[cH:13][cH:14]1)([F:15])[F:16]. The reactants are Cl.NCC1C(C(C(C1)N1N=NC2=C1N=C(N=C2N(C)C2C(C2)C2=CC=CC=C2)SCCC)O)O (3-Aminomethyl-5-[7-[N-methyl-(2-phenylcyclopropyl)amino]-5-(propylthio)-3H-[1,2,3]-triazolo[4,5-d]pyrimidin-3-yl]cyclopentane-1,2-diol, Hydrochloride Salt), C(C)(C)N(C(C)C)CC (N,N-diisopropylethylamine), resultant mixture, C(C)(=O)OC(C)=O (acetic anhydride). Run in ClCCl (dichloromethane). Run at time 2 hour. The product is OC1C(CC(C1O)N1N=NC2=C1N=C(N=C2N(C)C2C(C2)C2=CC=CC=C2)SCCC)CNC(C)=O (N-[2,3-Dihydroxy-4-[7-[N-methyl-(2-phenylcyclopropyl)amino]-5-(propylthio)-3H-[1,2,3]-triazolo[4,5-d]pyrimidin-3-yl]cyclopentylmethyl]acetamide). Isolated yield 59.3%. As a reaction SMILES: Cl.[NH2:2][CH2:3][CH:4]1[CH2:8][CH:7]([N:9]2[C:13]3[N:14]=[C:15]([S:29][CH2:30][CH2:31][CH3:32])[N:16]=[C:17]([N:18]([CH:20]4[CH2:22][CH:21]4[C:23]4[CH:28]=[CH:27][CH:26]=[CH:25][CH:24]=4)[CH3:19])[C:12]=3[N:11]=[N:10]2)[CH:6]([OH:33])[CH:5]1[OH:34].C(N(CC)C(C)C)(C)C.[C:44](OC(=O)C)(=[O:46])[CH3:45]>ClCCl>[OH:34][CH:5]1[CH:6]([OH:33])[CH:7]([N:9]2[C:13]3[N:14]=[C:15]([S:29][CH2:30][CH2:31][CH3:32])[N:16]=[C:17]([N:18]([CH:20]4[CH2:22][CH:21]4[C:23]4[CH:28]=[CH:27][CH:26]=[CH:25][CH:24]=4)[CH3:19])[C:12]=3[N:11]=[N:10]2)[CH2:8][CH:4]1[CH2:3][NH:2][C:44](=[O:46])[CH3:45] |f:0.1|. Reported procedure: A solution of the product from Example 7 (0.2 g) in dichloromethane (15 ml) was treated with N,N-diisopropylethylamine (0.11 g) followed by acetic anhydride (0.16 g) and the resultant mixture was stirred at room temperature for 4 hours. The mixture was washed with a saturated solution of aqueous sodium bicarbonate (15 ml) and the organic layer concentrated in vacuo. The residue was dissolved in a 0.1 molar solution of sodium methoxide in methanol (20 ml) and the solution allowed to stand for 2 h... Reactants: C1(=CC=CC=C1)O (Phenol), BrCCCCCCCO (7-bromo-1-heptanol), C([O-])([O-])=O.[K+].[K+] (Potassium carbonate). Solvent: C(C)(=O)OCC (ethyl acetate), CC(=O)C (acetone). Yields the product C1(=CC=CC=C1)OCCCCCCCO (7-(phenyloxy)-1-heptanol). Yield: 101.6%. Reaction SMILES: [C:1]1([OH:7])[CH:6]=[CH:5][CH:4]=[CH:3][CH:2]=1.Br[CH2:9][CH2:10][CH2:11][CH2:12][CH2:13][CH2:14][CH2:15][OH:16].C(=O)([O-])[O-].[K+].[K+]>CC(C)=O.C(OCC)(=O)C>[C:1]1([O:7][CH2:9][CH2:10][CH2:11][CH2:12][CH2:13][CH2:14][CH2:15][OH:16])[CH:6]=[CH:5][CH:4]=[CH:3][CH:2]=1 |f:2.3.4|. Procedure details: Phenol (0.098 g, 1.04 mmol) and 7-bromo-1-heptanol (0.243 g, 1.246 mmol) were dissolved in acetone (25 mL) in a 50 mL round bottomed flask. Potassium carbonate (0.86 g, 6.23 mmol) was added to this solution and the flask was fitted with a condenser and refluxed using an oil bath at 70° C. for a period of 26 hours. The reaction flask was then cooled to room temperature. The contents of the flask was then filtered through a fluted filter paper and washed with acetone (10 mL). The combined filtrate... The reactants are COCCN(C(C1=CC(=CC=C1)[N+](=O)[O-])=O)C (N-(2-methoxyethyl)-N-methyl-3-nitrobenzamide). Reagents/catalysts: [Pt](=O)=O (platinum dioxide). Run in C(C)(=O)OCC (ethyl acetate). Conditions: time 8 hour. Yields the product NC=1C=C(C(=O)N(C)CCOC)C=CC1 (3-amino-N-(2-methoxyethyl)-N-methylbenzamide). The yield is 103.6%. Reaction SMILES: [CH3:1][O:2][CH2:3][CH2:4][N:5]([CH3:17])[C:6](=[O:16])[C:7]1[CH:12]=[CH:11][CH:10]=[C:9]([N+:13]([O-])=O)[CH:8]=1>C(OCC)(=O)C.[Pt](=O)=O>[NH2:13][C:9]1[CH:8]=[C:7]([CH:12]=[CH:11][CH:10]=1)[C:6]([N:5]([CH2:4][CH2:3][O:2][CH3:1])[CH3:17])=[O:16]. Reported procedure: To a stirred solution of N-(2-methoxyethyl)-N-methyl-3-nitrobenzamide (840 mg) in ethyl acetate (8 ml) was added platinum dioxide (160 mg) and the resulting heterogeneous mixture was stirred under hydrogen atmosphere for 8 hours. The catalyst was removed by filtration and the filtrate was concentrated in vacuo. The residue was purified by flash chromatography eluting with ethyl acetate to give 3-amino-N-(2-methoxyethyl)-N-methylbenzamide (761 mg) as a brown viscous oil. Starting materials: BrB(Br)Br, COC(=O)c1ccc(-c2nc3c(OC)cccc3s2)cc1, ClCCl, O. The product is COC(=O)c1ccc(-c2nc3c(O)cccc3s2)cc1. As a reaction SMILES: [B:22]([Br:23])([Br:24])[Br:25].[CH3:1][O:2][c:3]1[cH:4][cH:5][cH:6][c:7]2[c:8]1[n:9][c:10](-[c:12]1[cH:13][cH:14][c:15]([C:16](=[O:17])[O:18][CH3:19])[cH:20][cH:21]1)[s:11]2.[Cl:27][CH2:28][Cl:29].[OH2:26]>>[OH:2][c:3]1[cH:4][cH:5][cH:6][c:7]2[c:8]1[n:9][c:10](-[c:12]1[cH:13][cH:14][c:15]([C:16](=[O:17])[O:18][CH3:19])[cH:20][cH:21]1)[s:11]2. Starting materials: O=S(Cl)Cl (SOCl2), IC1=CC=C(C(=O)O)C=C1 (4-iodobenzoic acid), CO (methanol). Product: IC1=CC=C(C(=O)OC)C=C1 (methyl 4-iodo-benzoate). Reaction SMILES: O=S(Cl)Cl.[I:5][C:6]1[CH:14]=[CH:13][C:9]([C:10]([OH:12])=[O:11])=[CH:8][CH:7]=1.[CH3:15]O>>[I:5][C:6]1[CH:14]=[CH:13][C:9]([C:10]([O:12][CH3:15])=[O:11])=[CH:8][CH:7]=1. Procedure details: 2.95 ml of SOCl2 were added to a suspension of 10 g of 4-iodobenzoic acid in 100 ml of methanol and the reaction mixture was refluxed for 24 hours and then evaporated under reduced pressure until 10.49 g of a dry extract were obtained corresponding to the expected product with a Rf=0.55 (cyclohexane/ethyl acetate 80/20).